This data is from the Open Reaction Database (ORD), a public repository of structured organic reaction records. The task is: describe an organic reaction: reactants, conditions, products, and yield Reactants: ClC=1C=CC(=C(C1)C1=NC=CC2=CC(=CC=C12)S(=O)(=O)NC1=NC=NC=C1)OC (1-(5-CHLORO-2-METHOXYPHENYL)-N-(PYRIMIDIN-4-YL)ISOQUINOLINE-6-SULFONAMIDE), FC(C=1C=C(C=CC1)B(O)O)(F)F ((3-(trifluoromethyl)phenyl)boronic acid), C1(CCCCC1)P(C1=C(C=CC=C1)C1=C(C=CC=C1OC)OC)C1CCCCC1 (dicyclohexyl(2′,6′-dimethoxy-[1,1′-biphenyl]-2-yl)phosphine), chloro(2-dicyclohexylphosphino-2′,6′-dimethoxy-1,1′-biphenyl)[2-(2-aminoethylphenyl)]palladium(ii) dichloromethane, P(=O)([O-])([O-])[O-].[K+].[K+].[K+] (potassium phosphate). Conditions: temperature 120 celsius. Yields the product COC1=C(C=C(C=C1)C1=CC(=CC=C1)C(F)(F)F)C1=NC=CC2=CC(=CC=C12)S(=O)(=O)NC1=NC=NC=C1 (1-(4-methoxy-3′-(trifluoromethyl)-[1,1′-biphenyl]-3-yl)-N-(pyrimidin-4-yl)isoquinoline-6-sulfonamide). Isolated yield 43.7%. RXN SMILES: Cl[C:2]1[CH:3]=[CH:4][C:5]([O:28][CH3:29])=[C:6]([C:8]2[C:17]3[C:12](=[CH:13][C:14]([S:18]([NH:21][C:22]4[CH:27]=[CH:26][N:25]=[CH:24][N:23]=4)(=[O:20])=[O:19])=[CH:15][CH:16]=3)[CH:11]=[CH:10][N:9]=2)[CH:7]=1.[F:30][C:31]([F:42])([F:41])[C:32]1[CH:33]=[C:34](B(O)O)[CH:35]=[CH:36][CH:37]=1.C1(P(C2CCCCC2)C2C=CC=CC=2C2C(OC)=CC=CC=2OC)CCCCC1.P([O-])([O-])([O-])=O.[K+].[K+].[K+]>>[CH3:29][O:28][C:5]1[CH:4]=[CH:3][C:2]([C:36]2[CH:35]=[CH:34][CH:33]=[C:32]([C:31]([F:42])([F:41])[F:30])[CH:37]=2)=[CH:7][C:6]=1[C:8]1[C:17]2[C:12](=[CH:13][C:14]([S:18]([NH:21][C:22]3[CH:27]=[CH:26][N:25]=[CH:24][N:23]=3)(=[O:20])=[O:19])=[CH:15][CH:16]=2)[CH:11]=[CH:10][N:9]=1 |f:3.4.5.6|. Procedure: A vial was charged with 1-(5-CHLORO-2-METHOXYPHENYL)-N-(PYRIMIDIN-4-YL)ISOQUINOLINE-6-SULFONAMIDE (Example 146; 64.66 mg, 0.151 mmol) (3-(trifluoromethyl)phenyl)boronic acid (57.5 mg, 0.303 mmol), dicyclohexyl(2′,6′-dimethoxy-[1,1′-biphenyl]-2-yl)phosphine (3.11 mg, 7.57 mmol), chloro(2-dicyclohexylphosphino-2′,6′-dimethoxy-1,1′-biphenyl)[2-(2-aminoethylphenyl)]palladium(ii) dichloromethane (11.47 mg, 0.015 mmol), and potassium phosphate (96 mg, 0.454 mmol). The vial was flushed with Ar (g), the...